This data is from the Open Reaction Database (ORD), a public repository of structured organic reaction records. The task is: describe an organic reaction: reactants, conditions, products, and yield Starting materials: C(C1=CC=CC=C1)O[C@H](C1CO1)C ((3S)-3-benzyloxy-1,2-epoxybutane), C(CC1=CC=CC=C1)[Mg]Cl (phenethylmagnesium chloride). The product is C(C1=CC=CC=C1)O[C@@H](C)C(CCCC1=CC=CC=C1)O ((2S)-2-benzyloxy-6-phenylhexan-3-ol). As a reaction SMILES: [CH2:1]([O:8][C@@H:9]([CH3:13])[CH:10]1[O:12][CH2:11]1)[C:2]1[CH:7]=[CH:6][CH:5]=[CH:4][CH:3]=1.[CH2:14]([Mg]Cl)[CH2:15][C:16]1[CH:21]=[CH:20][CH:19]=[CH:18][CH:17]=1>>[CH2:1]([O:8][C@H:9]([CH:10]([OH:12])[CH2:11][CH2:14][CH2:15][C:16]1[CH:21]=[CH:20][CH:19]=[CH:18][CH:17]=1)[CH3:13])[C:2]1[CH:7]=[CH:6][CH:5]=[CH:4][CH:3]=1. Reported procedure: (2S)-2-benzyloxy-6-phenylhexan-3-ol was prepared from (3S)-3-benzyloxy-1,2-epoxybutane (obtained in Preparation 9) and phenethylmagnesium chloride. Starting materials: C(C)OC(CC=1NC(C=C(N1)N1CC(OCC1)C)=O)=O ([4-(2-methylmorpholin-4-yl)-6-oxo-1,6-dihydropyrimidin-2-yl]acetic acid ethyl ester). Solvent: CS(=O)C (DMSO). Product: CC1CN(CCO1)C=1N=C(NC(C1)=O)CC(=O)O ((±)-[4-(2-methylmorpholin-4-yl)-6-oxo-1,6-dihydropyrimidin-2-yl]acetic acid). RXN SMILES: C([O:3][C:4](=[O:20])[CH2:5][C:6]1[NH:7][C:8](=[O:19])[CH:9]=[C:10]([N:12]2[CH2:17][CH2:16][O:15][CH:14]([CH3:18])[CH2:13]2)[N:11]=1)C>CS(C)=O>[CH3:18][CH:14]1[O:15][CH2:16][CH2:17][N:12]([C:10]2[N:11]=[C:6]([CH2:5][C:4]([OH:20])=[O:3])[NH:7][C:8](=[O:19])[CH:9]=2)[CH2:13]1. Procedure: A first enantiomer (1.1 g), [4-(2-methylmorpholin-4-yl)-6-oxo-1,6-dihydropyrimidin-2-yl]acetic acid ethyl ester −12°, c=2.047 mg/0.5 ml DMSO, 589 nm, the characteristics of which are: